This data is from the Open Reaction Database (ORD), a public repository of structured organic reaction records. The task is: describe an organic reaction: reactants, conditions, products, and yield The reactants are CC=1C=C(CCl)C=CC1[N+](=O)[O-] (3-Methyl-4-nitrobenzyl chloride), ClC=1C(=NNC1)C(F)(F)F (4-chloro-3-trifluoromethyl-1H-pyrazole), C([O-])([O-])=O.[K+].[K+] (potassium carbonate). The solvent is CN(C)C=O (DMF), C(C)(=O)OCC (ethyl acetate). The product is CC=1C=C(CN2N=C(C(=C2)Cl)C(F)(F)F)C=CC1[N+](=O)[O-] (1-(3-methyl-4-nitrobenzyl)-4-chloro-3-trifluoromethyl-1H-pyrazole). The yield is 83.0%. Reaction SMILES: [CH3:1][C:2]1[CH:3]=[C:4]([CH:7]=[CH:8][C:9]=1[N+:10]([O-:12])=[O:11])[CH2:5]Cl.[Cl:13][C:14]1[C:15]([C:19]([F:22])([F:21])[F:20])=[N:16][NH:17][CH:18]=1.C(=O)([O-])[O-].[K+].[K+]>CN(C=O)C.C(OCC)(=O)C>[CH3:1][C:2]1[CH:3]=[C:4]([CH:7]=[CH:8][C:9]=1[N+:10]([O-:12])=[O:11])[CH2:5][N:17]1[CH:18]=[C:14]([Cl:13])[C:15]([C:19]([F:22])([F:21])[F:20])=[N:16]1 |f:2.3.4|. Reported procedure: 3-Methyl-4-nitrobenzyl chloride (0.82 g), 4-chloro-3-trifluoromethyl-1H-pyrazole (0.63 g) and potassium carbonate (0.61 g) were stirred in DMF (10 ml) at room temperature for 2 hours. The reaction solution was diluted with ethyl acetate and washed with water and saturated aqueous solution of sodium chloride. After drying the organic layer with magnesium sulfate, the solvent was distilled off under the reduced pressure and the obtained residue was purified by silica gel column chromatography to o... Reactants: CC(CCNCC1=CC=C(OC2=CC=C(S2)C(=O)N)C=C1)C (5-{4-[(3-Methylbutylamino)methyl]phenoxy}thiophene-2-carboxamide), C(C)C(CCN)CC (3-ethylpentylamine), [BH4-].[Na+] (NaBH4). The solvent is CO (methanol). Run at time 8 hour. Product: C(C)C(CCNCC1=CC=C(OC2=CC=C(S2)C(=O)N)C=C1)CC (5-{4-[(3-Ethylpentylamino)methyl]phenoxy}thiophene-2-carboxamide). Reaction SMILES: CC(C)CCN[CH2:6][C:7]1[CH:21]=[CH:20][C:10]([O:11][C:12]2[S:16][C:15]([C:17]([NH2:19])=[O:18])=[CH:14][CH:13]=2)=[CH:9][CH:8]=1.[CH2:23]([CH:25]([CH2:29][CH3:30])[CH2:26][CH2:27][NH2:28])[CH3:24].[BH4-].[Na+]>CO>[CH2:23]([CH:25]([CH2:29][CH3:30])[CH2:26][CH2:27][NH:28][CH2:6][C:7]1[CH:21]=[CH:20][C:10]([O:11][C:12]2[S:16][C:15]([C:17]([NH2:19])=[O:18])=[CH:14][CH:13]=2)=[CH:9][CH:8]=1)[CH3:24] |f:2.3|. Procedure: Place 5-(4-formylphenoxy)thiophene-2-carboxamide (Example 10, Part C) (0.235 g, 0.948 mmol), 3-ethylpentylamine (Part B) (0.115 g, 0.996 mmol) and 3 Å molecular sieves in a vial. Add methanol (4.7 mL), cap and stir overnight. Add NaBH4 (0.0359 g, 0.948 mmol) and stir until the gasses stop evolving. Load the reaction mixture directly onto a 25 g ISCO® pre-load column. Dry the column in a vacuum oven at room temperature. Purify by eluting through a 40 g ISCO® column with 5% to 20% (2.0 M NH3 in me... As a reaction SMILES: [OH:1][CH2:2][CH2:3][NH:4][CH2:5][C:6]1[CH:11]=[CH:10][CH:9]=[CH:8][C:7]=1[Cl:12].[Cl-].[Ca+2].[Cl-].N1C=CC=CC=1.[S:22](Cl)(Cl)(=[O:24])=[O:23]>C(Cl)Cl>[Cl:12][C:7]1[CH:8]=[CH:9][CH:10]=[CH:11][C:6]=1[CH2:5][N:4]1[CH2:3][CH2:2][O:1][S:22]1(=[O:24])=[O:23] |f:1.2.3|. Reactants: S(=O)(=O)(Cl)Cl (Sulfuryl chloride), OCCNCC1=C(C=CC=C1)Cl (N-hydroxyethyl-2-chlorobenzylamine), [Cl-].[Ca+2].[Cl-] (calcium chloride), N1=CC=CC=C1 (pyridine). Run at temperature -50 celsius. Procedure details: To a solution of N-hydroxyethyl-2-chlorobenzylamine (1.86 g, 10.0 mmole) in dry methylene chloride (6 ml) in a reaction vessel fitted with a calcium chloride (CaCl2) drying tube was added dry pyridine (1.66 ml, 20.5 mmole). The solution was stirred and cooled to -50° C. Sulfuryl chloride (1.35 g, 10.0 mmole) dissolved in dry methylene chloride (4 ml) was added dropwise over 20 minutes while the temperature of the solution was maintained between -45° C. and -50° C. The solution was stirred at -50... The solvent is C(Cl)Cl (methylene chloride), C(Cl)Cl (methylene chloride). Isolated yield 18.5%. Yields the product ClC1=C(CN2S(OCC2)(=O)=O)C=CC=C1 (N-(2-chlorobenzyl)-2,2-dioxo-1,2,3-oxathiazolidine). Starting materials: ClC=1C=C(C#N)C=CC1 (3-chlorobenzonitrile), C(C)O (ethanol). Conditions: time 16 hour. Yields the product Cl.ClC=1C=C(C(OCC)=N)C=CC1 (ethyl 3-chlorobenzimidate hydrochloride). The yield is 100.0%. As a reaction SMILES: [Cl:1][C:2]1[CH:3]=[C:4]([CH:7]=[CH:8][CH:9]=1)[C:5]#[N:6].[CH2:10]([OH:12])[CH3:11]>>[ClH:1].[Cl:1][C:2]1[CH:3]=[C:4]([CH:7]=[CH:8][CH:9]=1)[C:5](=[NH:6])[O:12][CH2:10][CH3:11] |f:2.3|. Procedure: To a solution of 3-chlorobenzonitrile (50 g, 363 mmol) in anhydrous ethanol (500 mL), cooled to 0° C. in an ice bath, was bubbled HCl (g) through a gas dispersion tube for approximately 20 minutes until the solution was saturated. The resulting reaction mixture was stirred at room temperature for 16 h. Volatiles were removed in vacuo and the residue was triturated with anhydrous ether (˜200 mL). The white solid was collected by filtration and dried in vacuo overnight to afford ethyl 3-chlorobenz... The reactants are Nc1nc2c(Oc3cc(-c4ccc(C(F)(F)F)nc4NCC4CN(Cc5ccccc5)CCO4)ncn3)cccc2s1, CC(=O)OC(C)=O, CN(C)c1ccncc1, ClCCl. The product is CC(=O)Nc1nc2c(Oc3cc(-c4ccc(C(F)(F)F)nc4NCC4CN(Cc5ccccc5)CCO4)ncn3)cccc2s1. Reaction SMILES: [CH2:1]([c:2]1[cH:3][cH:4][cH:5][cH:6][cH:7]1)[N:8]1[CH2:9][CH:10]([CH2:14][NH:15][c:16]2[n:17][c:18]([C:39]([F:40])([F:41])[F:42])[cH:19][cH:20][c:21]2-[c:22]2[cH:23][c:24]([O:28][c:29]3[cH:30][cH:31][cH:32][c:33]4[c:34]3[n:35][c:36]([NH2:38])[s:37]4)[n:25][cH:26][n:27]2)[O:11][CH2:12][CH2:13]1.[CH3:43][C:44](=[O:45])[O:46][C:47](=[O:48])[CH3:49].[CH3:50][N:51]([c:52]1[cH:53][cH:54][n:55][cH:56][cH:57]1)[CH3:58].[Cl:59][CH2:60][Cl:61]>>[CH2:1]([c:2]1[cH:3][cH:4][cH:5][cH:6][cH:7]1)[N:8]1[CH2:9][CH:10]([CH2:14][NH:15][c:16]2[n:17][c:18]([C:39]([F:40])([F:41])[F:42])[cH:19][cH:20][c:21]2-[c:22]2[cH:23][c:24]([O:28][c:29]3[cH:30][cH:31][cH:32][c:33]4[c:34]3[n:35][c:36]([NH:38][C:44]([CH3:43])=[O:45])[s:37]4)[n:25][cH:26][n:27]2)[O:11][CH2:12][CH2:13]1. Reactants: Cc1cc(C)c2c(c1C)OC(C)(CC#N)C2, CO, Cl, [Na+], [OH-], O. Product: Cc1cc(C)c2c(c1C)OC(C)(CC(=O)O)C2. As a reaction SMILES: [C:3](#[N:4])[CH2:5][C:6]1([CH3:18])[O:7][c:8]2[c:9]([c:11]([CH3:17])[cH:12][c:13]([CH3:16])[c:14]2[CH3:15])[CH2:10]1.[CH3:21][OH:22].[ClH:19].[Na+:2].[OH-:1].[OH2:20]>>[O:1]=[C:3]([CH2:5][C:6]1([CH3:18])[O:7][c:8]2[c:9]([c:11]([CH3:17])[cH:12][c:13]([CH3:16])[c:14]2[CH3:15])[CH2:10]1)[OH:20]. The reactants are ClC1=CC(=C(CN2N=CC3=CC(=CC=C23)C=C2C(N=C(S2)SCCC)=O)C=C1)C(F)(F)F (5-[1-(4-Chloro-2-trifluoromethyl-benzyl)-1H-indazol-5-ylmethylene]-2-propylsulfanyl-thiazol-4-one), NCC(CC(=O)O)O (4-amino-3-hydroxy-butyric acid). Yields the product ClC1=CC(=C(CN2N=CC3=CC(=CC=C23)C=C2C(N=C(S2)NCC(CC(=O)O)O)=O)C=C1)C(F)(F)F (4-{5-[1-(4-Chloro-2-trifluoromethyl-benzyl)-1H-indazol-5-ylmethylene]-4-oxo-4,5-dihydro-thiazol-2-ylamino}-3-hydroxy-butyric acid). As a reaction SMILES: [Cl:1][C:2]1[CH:28]=[CH:27][C:5]([CH2:6][N:7]2[C:15]3[C:10](=[CH:11][C:12]([CH:16]=[C:17]4[S:21][C:20](SCCC)=[N:19][C:18]4=[O:26])=[CH:13][CH:14]=3)[CH:9]=[N:8]2)=[C:4]([C:29]([F:32])([F:31])[F:30])[CH:3]=1.[NH2:33][CH2:34][CH:35]([OH:40])[CH2:36][C:37]([OH:39])=[O:38]>>[Cl:1][C:2]1[CH:28]=[CH:27][C:5]([CH2:6][N:7]2[C:15]3[C:10](=[CH:11][C:12]([CH:16]=[C:17]4[S:21][C:20]([NH:33][CH2:34][CH:35]([OH:40])[CH2:36][C:37]([OH:39])=[O:38])=[N:19][C:18]4=[O:26])=[CH:13][CH:14]=3)[CH:9]=[N:8]2)=[C:4]([C:29]([F:30])([F:32])[F:31])[CH:3]=1. Reported procedure: 4-{5-[1-(4-Chloro-2-trifluoromethyl-benzyl)-1H-indazol-5-ylmethylene]-4-oxo-4,5-dihydro-thiazol-2-ylamino}-3-hydroxy-butyric acid was prepared from 5-[1-(4-Chloro-2-trifluoromethyl-benzyl)-1H-indazol-5-ylmethylene]-2-propylsulfanyl-thiazol-4-one and 4-amino-3-hydroxy-butyric acid following General Procedure B. Reactants: [BH4-].[Na+] (NaBH4), OC(CCCCCCCCCCCC)C1=CC(OC1(C)O)=O (4-(1-hydroxytridecyl)-5-hydroxy-5-methyl-2-furanone). Run in COCCOC (glycol dimethyl ether). Run at temperature 0 celsius, time 3 hour. Yields the product OC(CCCCCCCCCCCC)C1=CC(OC1C)=O (4-(1-Hydroxytridecyl)-5-methyl-2(5H)-furanone). RXN SMILES: [BH4-].[Na+].[OH:3][CH:4]([C:17]1[C:21](O)([CH3:22])[O:20][C:19](=[O:24])[CH:18]=1)[CH2:5][CH2:6][CH2:7][CH2:8][CH2:9][CH2:10][CH2:11][CH2:12][CH2:13][CH2:14][CH2:15][CH3:16]>COCCOC>[OH:3][CH:4]([C:17]1[CH:21]([CH3:22])[O:20][C:19](=[O:24])[CH:18]=1)[CH2:5][CH2:6][CH2:7][CH2:8][CH2:9][CH2:10][CH2:11][CH2:12][CH2:13][CH2:14][CH2:15][CH3:16] |f:0.1|. Reported procedure: NaBH4 (210 mg, 5.54 mmol) was added in portions to a solution of 4-(1-hydroxytridecyl)-5-hydroxy-5-methyl-2-furanone (586 mg, 1.85 mmol) in anhydrous ethyle glycol dimethyl ether (60 mL) at 0° C. under argon. After stirring for 3 hours at 0° C. the reaction was quenched with HCl (6N) to pH2 and extracted with ethyl acetate. The combined organic fractions were washed with a saturated solution of aqueous sodium bicarbonate, H2O and brine. Evaporation of the dried (magnesium sulfate) extracts gave ... Reactants: ClC1=NC=C(C(=N1)N[C@@H]1CC2(CC(NC2)=O)CCC1)F ((7S)-7-(2-chloro-5-fluoropyrimidin-4-ylamino)-2-azaspiro[4.5]decan-3-one), ClC=1C=C2C(=NC1)N(C=C2C2=NC=C(C(=N2)N[C@@H]2CC1(CC(NC1)=O)CCC2)F)S(=O)(=O)C2=CC=C(C)C=C2 ((7S)-7-(2-(5-chloro-1-tosyl-1H-pyrrolo[2,3-b]pyridin-3-yl)-5-fluoropyrimidin-4-ylamino)-2-aza spiro[4.5]decan-3-one), C[O-].[Na+] (NaOMe). The solvent is CO (MeOH). Conditions: time 0.5 hour. Yields the product ClC=1C=C2C(=NC1)NC=C2C2=NC=C(C(=N2)N[C@@H]2CC1(CC(NC1)=O)CCC2)F ((7S)-7-(2-(5-chloro-1H-pyrrolo[2,3-b]pyridin-3-yl)-5-fluoropyrimidin-4-ylamino)-2-aza spiro[4.5]decan-3-one). The yield is 75.8%. Reaction SMILES: ClC1N=C(N[C@H]2CCCC3(CNC(=O)C3)C2)C(F)=CN=1.[Cl:21][C:22]1[CH:23]=[C:24]2[C:30]([C:31]3[N:36]=[C:35]([NH:37][C@H:38]4[CH2:48][CH2:47][CH2:46][C:40]5([CH2:44][NH:43][C:42](=[O:45])[CH2:41]5)[CH2:39]4)[C:34]([F:49])=[CH:33][N:32]=3)=[CH:29][N:28](S(C3C=CC(C)=CC=3)(=O)=O)[C:25]2=[N:26][CH:27]=1.C[O-].[Na+]>CO>[Cl:21][C:22]1[CH:23]=[C:24]2[C:30]([C:31]3[N:36]=[C:35]([NH:37][C@H:38]4[CH2:48][CH2:47][CH2:46][C:40]5([CH2:44][NH:43][C:42](=[O:45])[CH2:41]5)[CH2:39]4)[C:34]([F:49])=[CH:33][N:32]=3)=[CH:29][NH:28][C:25]2=[N:26][CH:27]=1 |f:2.3|. Procedure: To a solution of (7S)-7-(2-chloro-5-fluoropyrimidin-4-ylamino)-2-azaspiro[4.5]decan-3-one, 62d, (0.091 g, 0.159 mmol) in MeOH (2 mL) was added NaOMe (2 mL of 25% w/v, 9.255 mmol). The reaction was stirred for 0.5 hours then concentrated in vacuo. The material was purified by reverse phase HPLC (Water/HCl:MeOH) to give a mixture of diastereomers. The fractions containing pure product were combined and concentrated to give 50 mg of the HCl salt of 969. Reactants: ClC1=CC(=C(NC2=NC=NC3=CC(=C(C=C23)OC)O)C=C1)F (4-(4-chloro-2-fluoroanilino)-7-hydroxy-6-methoxyquinazoline), BrCC(=O)OCC (ethyl bromoacetate), C([O-])([O-])=O.[K+].[K+] (potassium carbonate). Solvent: CN1CCCC1=O (NMP), O (water). Reaction conditions: temperature 90 celsius. The product is ClC1=CC(=C(NC2=NC=NC3=CC(=C(C=C23)OC)OCC(=O)OCC)C=C1)F (4-(4-chloro-2-fluoroanilino)-7-(ethoxycarbonylmethoxy)-6-methoxyquinazoline). The yield is 47.9%. Reaction SMILES: [Cl:1][C:2]1[CH:21]=[CH:20][C:5]([NH:6][C:7]2[C:16]3[C:11](=[CH:12][C:13]([OH:19])=[C:14]([O:17][CH3:18])[CH:15]=3)[N:10]=[CH:9][N:8]=2)=[C:4]([F:22])[CH:3]=1.Br[CH2:24][C:25]([O:27][CH2:28][CH3:29])=[O:26].C(=O)([O-])[O-].[K+].[K+]>CN1C(=O)CCC1.O>[Cl:1][C:2]1[CH:21]=[CH:20][C:5]([NH:6][C:7]2[C:16]3[C:11](=[CH:12][C:13]([O:19][CH2:24][C:25]([O:27][CH2:28][CH3:29])=[O:26])=[C:14]([O:17][CH3:18])[CH:15]=3)[N:10]=[CH:9][N:8]=2)=[C:4]([F:22])[CH:3]=1 |f:2.3.4|. Reported procedure: A mixture of 4-(4-chloro-2-fluoroanilino)-7-hydroxy-6-methoxyquinazoline (3.0 g, 9 mmol), (prepared as described for the starting material in Example 4), ethyl bromoacetate (1.11 ml, 10 mmol) and potassium carbonate (2.84 g, 20.6 mmol) in NMP (60 ml) was heated at 90° C. for 3 hours. The mixture was allowed to cool, diluted with water and extracted with ethyl acetate. The combined extracts were washed with water, dried (MgSO4) and concentrated by evaporation. Hexane was added, the mixture was co...